From a dataset of the Open Reaction Database (ORD), a public repository of structured organic reaction records. describe an organic reaction: reactants, conditions, products, and yield Reactants: C(C)(C)N(CC=1N(C=NC1)COCC[Si](C)(C)C)C1=CC(=CC=C1)[N+](=O)[O-] (Isopropyl-(3-nitro-phenyl)-[3-(2-trimethylsilanyl-ethoxymethyl)-3H-imidazol-4-ylmethyl]-amine). The reagents and catalysts are [Pd] (palladium on charcoal). Solvent: C(C)O (ethanol). Reaction conditions: temperature 60 celsius, time 8 hour. The product is N1=CNC(=C1)CN(C1=CC(=CC=C1)N)C(C)C (N-(3H-Imidazol-4-ylmethyl)-N-isopropyl-benzene-1,3-diamine). As a reaction SMILES: [CH:1]([N:4]([C:19]1[CH:24]=[CH:23][CH:22]=[C:21]([N+:25]([O-])=O)[CH:20]=1)[CH2:5][C:6]1[N:7](COCC[Si](C)(C)C)[CH:8]=[N:9][CH:10]=1)([CH3:3])[CH3:2]>C(O)C.[Pd]>[N:9]1[CH:10]=[C:6]([CH2:5][N:4]([CH:1]([CH3:3])[CH3:2])[C:19]2[CH:24]=[CH:23][CH:22]=[C:21]([NH2:25])[CH:20]=2)[NH:7][CH:8]=1. Reported procedure: Isopropyl-(3-nitro-phenyl)-[3-(2-trimethylsilanyl-ethoxymethyl)-3H-imidazol-4-ylmethyl]-amine (0.2 g, 0.51 mmol) was dissolved in ethanol, palladium on charcoal (20 mg, 10% Pd) was added and the mixture was hydrogenated overnight. The catalyst was filtered off and the solvent was evaporated. The residue was dissolved in ethyl acetate and filtered over silica gel. After evaporation the residue was dissolved in hydrochloric acid in ethanol (5M, 1 ml) and stirred at 60° C. for 2 hours. The solvent ... The reactants are 40, [OH-].[K+] (potassium hydroxide), O (water), 66, C1(=CC=CC=C1)S (thiophenol), C1(=CC=CC=C1)N1C=NC2=C(C1)C1=CC3=CC=CC=C3C=C1C(=C2)Cl (2-phenyl-6-chloroanthrapyrimidine). Solvent: CN(C=O)C (dimethylformamide). Conditions: time 16 hour. The product is C1(=CC=CC=C1)N1C=NC2=C(C1)C1=CC3=CC=CC=C3C=C1C(=C2)SC2=CC=CC=C2 (2-phenyl-6-phenylmercaptoanthrapyrimidine). Reaction SMILES: [OH-].[K+].O.[C:4]1([SH:10])[CH:9]=[CH:8][CH:7]=[CH:6][CH:5]=1.[C:11]1([N:17]2[CH2:22][C:21]3[C:23]4[C:32]([C:33](Cl)=[CH:34][C:20]=3[N:19]=[CH:18]2)=[CH:31][C:30]2[C:25](=[CH:26][CH:27]=[CH:28][CH:29]=2)[CH:24]=4)[CH:16]=[CH:15][CH:14]=[CH:13][CH:12]=1>CN(C)C=O>[C:11]1([N:17]2[CH2:22][C:21]3[C:23]4[C:32]([C:33]([S:10][C:4]5[CH:9]=[CH:8][CH:7]=[CH:6][CH:5]=5)=[CH:34][C:20]=3[N:19]=[CH:18]2)=[CH:31][C:30]2[C:25](=[CH:26][CH:27]=[CH:28][CH:29]=2)[CH:24]=4)[CH:16]=[CH:15][CH:14]=[CH:13][CH:12]=1 |f:0.1|. Procedure: A solution of 40 parts of potassium hydroxide in 60 parts of water is added to a solution of 66 parts of thiophenol in 1,000 parts of dimethylformamide and 171 parts of 2-phenyl-6-chloroanthrapyrimidine are then introduced. The mixture is stirred for 16 hours at room temperature and afterwards for a further hour at 50°-60°C. After cooling to room temperature, the colorant, which has precipitated in orange crystalline platelets, is filtered off, washed with DMF and alcohol and dried at 80°-90°C i...